The task is: describe an organic reaction: reactants, conditions, products, and yield. This data is from the Open Reaction Database (ORD), a public repository of structured organic reaction records. Starting materials: CS(C)=O, CCN(C(C)C)C(C)C, O, O=C(Nc1cccnc1)OCC(Cl)(Cl)Cl, c1cc(-c2ccoc2)cc(N2CCNCC2)c1. The product is O=C(Nc1cccnc1)N1CCN(c2cccc(-c3ccoc3)c2)CC1. RXN SMILES: [CH3:43][S:44]([CH3:45])=[O:46].[CH:33]([N:34]([CH:35]([CH3:36])[CH3:37])[CH2:38][CH3:39])([CH3:40])[CH3:41].[OH2:42].[n:1]1[cH:2][c:3]([NH:7][C:8]([O:9][CH2:10][C:11]([Cl:12])([Cl:13])[Cl:14])=[O:15])[cH:4][cH:5][cH:6]1.[o:16]1[cH:17][c:18](-[c:21]2[cH:22][c:23]([N:27]3[CH2:28][CH2:29][NH:30][CH2:31][CH2:32]3)[cH:24][cH:25][cH:26]2)[cH:19][cH:20]1>>[n:1]1[cH:2][c:3]([NH:7][C:8](=[O:15])[N:30]2[CH2:29][CH2:28][N:27]([c:23]3[cH:22][c:21](-[c:18]4[cH:17][o:16][cH:20][cH:19]4)[cH:26][cH:25][cH:24]3)[CH2:32][CH2:31]2)[cH:4][cH:5][cH:6]1. Reactants: ClCCCBr, CN(C)C=O, [H-], [Na+], CNc1cc(C(C)=O)ccc1O. Product: CNc1cc(C(C)=O)ccc1OCCCCl. As a reaction SMILES: [Br:15][CH2:16][CH2:17][CH2:18][Cl:19].[CH3:20][N:21]([CH3:22])[CH:23]=[O:24].[H-:1].[Na+:2].[OH:3][c:4]1[c:5]([NH:13][CH3:14])[cH:6][c:7]([C:10]([CH3:11])=[O:12])[cH:8][cH:9]1>>[O:3]([c:4]1[c:5]([NH:13][CH3:14])[cH:6][c:7]([C:10]([CH3:11])=[O:12])[cH:8][cH:9]1)[CH2:16][CH2:17][CH2:18][Cl:19]. Starting materials: [Ba+2], Cc1c(Br)cccc1[N+](=O)[O-], COC(C)OC, [OH-], [OH-], O, O, O, O, O, O, O, O, O, Cc1cc(C)c(OB(O)O)c(C)c1, c1ccc(P(c2ccccc2)(c2ccccc2)[Pd](P(c2ccccc2)(c2ccccc2)c2ccccc2)(P(c2ccccc2)(c2ccccc2)c2ccccc2)P(c2ccccc2)(c2ccccc2)c2ccccc2)cc1. Yields the product Cc1cc(C)c(-c2cccc([N+](=O)[O-])c2C)c(C)c1. RXN SMILES: [Ba+2:34].[Br:1][c:2]1[c:3]([CH3:11])[c:4]([N+:8](=[O:9])[O-:10])[cH:5][cH:6][cH:7]1.[CH3:36][O:37][CH:38]([O:39][CH3:40])[CH3:41].[OH-:33].[OH-:35].[OH2:25].[OH2:26].[OH2:27].[OH2:28].[OH2:29].[OH2:30].[OH2:31].[OH2:32].[OH2:42].[c:12]1([CH3:24])[c:13]([O:20][B:21]([OH:22])[OH:23])[c:14]([CH3:19])[cH:15][c:16]([CH3:18])[cH:17]1.[cH:43]1[cH:44][cH:45][c:46]([P:47]([Pd:48]([P:49]([c:50]2[cH:51][cH:52][cH:53][cH:54][cH:55]2)([c:56]2[cH:57][cH:58][cH:59][cH:60][cH:61]2)[c:62]2[cH:63][cH:64][cH:65][cH:66][cH:67]2)([P:68]([c:69]2[cH:70][cH:71][cH:72][cH:73][cH:74]2)([c:75]2[cH:76][cH:77][cH:78][cH:79][cH:80]2)[c:81]2[cH:82][cH:83][cH:84][cH:85][cH:86]2)[P:87]([c:88]2[cH:89][cH:90][cH:91][cH:92][cH:93]2)([c:94]2[cH:95][cH:96][cH:97][cH:98][cH:99]2)[c:100]2[cH:101][cH:102][cH:103][cH:104][cH:105]2)([c:106]2[cH:107][cH:108][cH:109][cH:110][cH:111]2)[c:112]2[cH:113][cH:114][cH:115][cH:116][cH:117]2)[cH:118][cH:119]1>>[c:2]1(-[c:13]2[c:12]([CH3:24])[cH:17][c:16]([CH3:18])[cH:15][c:14]2[CH3:19])[c:3]([CH3:11])[c:4]([N+:8](=[O:9])[O-:10])[cH:5][cH:6][cH:7]1. The reactants are ClC1=C(C(=NC(=N1)N)NCC1=CC(=C(C(=C1)OC)OC)OC)N (6-chloro-N4-(3,4,5-trimethoxy-benzyl)-pyrimidine-2,4,5-triamine), N(=O)[O-].[Na+] (NaNO2). Product: ClC=1C2=C(N=C(N1)N)N(N=N2)CC2=CC(=C(C(=C2)OC)OC)OC (7-chloro-3-(3,4,5-trimethoxy-benzyl)-3H-[1,2,3]triazolo[4,5-d]pyrimidin-5-ylamine). RXN SMILES: [Cl:1][C:2]1[N:7]=[C:6]([NH2:8])[N:5]=[C:4]([NH:9][CH2:10][C:11]2[CH:16]=[C:15]([O:17][CH3:18])[C:14]([O:19][CH3:20])=[C:13]([O:21][CH3:22])[CH:12]=2)[C:3]=1[NH2:23].[N:24]([O-])=O.[Na+]>>[Cl:1][C:2]1[C:3]2[N:23]=[N:24][N:9]([CH2:10][C:11]3[CH:12]=[C:13]([O:21][CH3:22])[C:14]([O:19][CH3:20])=[C:15]([O:17][CH3:18])[CH:16]=3)[C:4]=2[N:5]=[C:6]([NH2:8])[N:7]=1 |f:1.2|. Procedure: A solution of 6-chloro-N4-(3,4,5-trimethoxy-benzyl)-pyrimidine-2,4,5-triamine was treated with a cold aqueous solution of NaNO2, following the general procedure 2. HPLC RT was 5.755 min. 1HNMR (CDCl3): δ 6.66 (s, 2H), 5.55 (s, 2H), 5.42 (s, 2H), 3.83 (s, 3H), 3.80 (s, 6H). The reactants are C(C)(C)(C)C1=C(OC2=NC=CC=C2I)C=CC=C1 (2-(2-tert-Butylphenoxy)-3-iodopyridine), [Li]CCCC (nBuLi), CCCCC (pentane), B(OC(C)C)(OC(C)C)OC(C)C (B(OiPr)3), [Li+].[OH-] (LiOH). The solvent is C1CCOC1 (THF), O (water). Reaction conditions: temperature -78 celsius, time 10 minute. The product is C(C)(C)(C)C1=C(OC2=NC=CC=C2B(O)O)C=CC=C1 (2-(2-tert-Butylphenoxy)pyridine-3-ylboronic acid). Yield: 92.5%. RXN SMILES: [C:1]([C:5]1[CH:18]=[CH:17][CH:16]=[CH:15][C:6]=1[O:7][C:8]1[C:13](I)=[CH:12][CH:11]=[CH:10][N:9]=1)([CH3:4])([CH3:3])[CH3:2].[Li]CCCC.CCCCC.[B:29](OC(C)C)([O:34]C(C)C)[O:30]C(C)C.[Li+].[OH-]>C1COCC1.O>[C:1]([C:5]1[CH:18]=[CH:17][CH:16]=[CH:15][C:6]=1[O:7][C:8]1[C:13]([B:29]([OH:34])[OH:30])=[CH:12][CH:11]=[CH:10][N:9]=1)([CH3:4])([CH3:3])[CH3:2] |f:4.5|. Reported procedure: To a solution of 141a (3.35 g, 9.49 mmol) in THF (60 ml) under nitrogen at −78° C. was added 2.0 M nBuLi in pentane (14.2 mL, 28.47 mmol, 3 eq) over ˜3 min. The reaction was stirred at −78° C. for 10 min & then B(OiPr)3 (6.54 mL, 28.47 mmol, 3 eq) was added in a single aliquot. The reaction was stirred at −78° C. for 40 min and then the reaction was poured into water (˜60 mL) followed by the addition of LiOH (˜3.5 g). The reaction was stirred for 2 h at rt. Partition the reaction mixture between... The reactants are Clc1cc(Br)cc(OCc2ccccc2)c1, C1CCOC1, CC(C)[Mg+], [Cl-], [Cl-], [Li+], O=S(=O)(Cl)Cl. Product: O=S(=O)(Cl)c1cc(Cl)cc(OCc2ccccc2)c1. Reaction SMILES: [CH2:1]([c:2]1[cH:3][cH:4][cH:5][cH:6][cH:7]1)[O:8][c:9]1[cH:10][c:11]([Br:16])[cH:12][c:13]([Cl:15])[cH:14]1.[CH2:29]1[O:30][CH2:31][CH2:32][CH2:33]1.[CH:20]([Mg+:21])([CH3:22])[CH3:23].[Cl-:17].[Cl-:19].[Li+:18].[S:24](=[O:25])(=[O:26])([Cl:27])[Cl:28]>>[CH2:1]([c:2]1[cH:3][cH:4][cH:5][cH:6][cH:7]1)[O:8][c:9]1[cH:10][c:11]([S:24](=[O:25])(=[O:26])[Cl:27])[cH:12][c:13]([Cl:15])[cH:14]1.